Task: describe an organic reaction: reactants, conditions, products, and yield. Dataset: the Open Reaction Database (ORD), a public repository of structured organic reaction records Reactants: CC=1C=CC(=C(C1)N=C=S)N1CCOCC1 (5-methyl-2-morpholinophenyl isothiocyanate), N (ammonia). Product: CC=1C=CC(=C(C1)NC(=S)N)N1CCOCC1 (1-(5-methyl-2-morpholinophenyl)thiourea). As a reaction SMILES: [CH3:1][C:2]1[CH:3]=[CH:4][C:5]([N:11]2[CH2:16][CH2:15][O:14][CH2:13][CH2:12]2)=[C:6]([N:8]=[C:9]=[S:10])[CH:7]=1.[NH3:17]>>[CH3:1][C:2]1[CH:3]=[CH:4][C:5]([N:11]2[CH2:16][CH2:15][O:14][CH2:13][CH2:12]2)=[C:6]([NH:8][C:9]([NH2:17])=[S:10])[CH:7]=1. Reported procedure: Reaction of 5-methyl-2-morpholinophenyl isothiocyanate (15 g) with 33% ethanolic ammonia solution for 48 hours at room temperature gave 1-(5-methyl-2-morpholinophenyl)thiourea as a pale yellow solid (m.p. 181°-182° C.).